Dataset: the Open Reaction Database (ORD), a public repository of structured organic reaction records. Task: describe an organic reaction: reactants, conditions, products, and yield Starting materials: C1(CC1)C(CC#N)=O (3-cyclopropyl-3-oxo-propanenitrile), CNN (methylhydrazine). Solvent: CC(=O)O (HOAc). Run at temperature 100 celsius, time 8 hour. The product is C1(CC1)C1=NN(C(=C1)N)C (3-cyclopropyl-1-methyl-1H-pyrazol-5-amine). Yield: 100.5%. As a reaction SMILES: [CH:1]1([C:4](=O)[CH2:5][C:6]#[N:7])[CH2:3][CH2:2]1.[CH3:9][NH:10][NH2:11]>CC(O)=O>[CH:1]1([C:4]2[CH:5]=[C:6]([NH2:7])[N:10]([CH3:9])[N:11]=2)[CH2:3][CH2:2]1. Reported procedure: To a solution of 3-cyclopropyl-3-oxo-propanenitrile (2.22 g, 20.3 mmol) in HOAc (40 mL) was added methylhydrazine (40% [w/w] in water, 2.81 g, 24.4 mmol). The reaction mixture was stirred at 100° C. overnight and then concentrated in vacuo. The residue was purified by silica gel column chromatography (DCM) to give the title compound as yellow oil (2.80 g, 100%). The reactants are C1CCOC1, Cc1cscc1N=C=S, Nc1cc(C(F)(F)F)cc(Cl)c1N. Product: Cc1cscc1NC(=S)Nc1cc(C(F)(F)F)cc(Cl)c1N. As a reaction SMILES: [CH2:23]1[O:24][CH2:25][CH2:26][CH2:27]1.[CH3:14][c:15]1[c:16]([N:20]=[C:21]=[S:22])[cH:17][s:18][cH:19]1.[Cl:1][c:2]1[c:3]([NH2:13])[c:4]([NH2:12])[cH:5][c:6]([C:8]([F:9])([F:10])[F:11])[cH:7]1>>[Cl:1][c:2]1[c:3]([NH2:13])[c:4]([NH:12][C:21]([NH:20][c:16]2[c:15]([CH3:14])[cH:19][s:18][cH:17]2)=[S:22])[cH:5][c:6]([C:8]([F:9])([F:10])[F:11])[cH:7]1. Reactants: CC1=C(C=C(C=C1)C=1OC(=NN1)C)C1=CC=C(C=C1)C(=O)O (2′-methyl-5′-(5-methyl-1,3,4-oxadiazol-2-yl)-1,1′-biphenyl-4-carboxylic acid), C(C1=CC=CC=C1)N (benzylamine). The product is C(C1=CC=CC=C1)NC(=O)C1=CC=C(C=C1)C1=C(C=CC(=C1)C=1OC(=NN1)C)C (N-Benzyl-2′-methyl-5′-(5-methyl-1,3,4-oxadiazol-2-yl)-1,1′-biphenyl-4-carboxamide). RXN SMILES: [CH3:1][C:2]1[CH:7]=[CH:6][C:5]([C:8]2[O:9][C:10]([CH3:13])=[N:11][N:12]=2)=[CH:4][C:3]=1[C:14]1[CH:19]=[CH:18][C:17]([C:20](O)=[O:21])=[CH:16][CH:15]=1.[CH2:23]([NH2:30])[C:24]1[CH:29]=[CH:28][CH:27]=[CH:26][CH:25]=1>>[CH2:23]([NH:30][C:20]([C:17]1[CH:16]=[CH:15][C:14]([C:3]2[CH:4]=[C:5]([C:8]3[O:9][C:10]([CH3:13])=[N:11][N:12]=3)[CH:6]=[CH:7][C:2]=2[CH3:1])=[CH:19][CH:18]=1)=[O:21])[C:24]1[CH:29]=[CH:28][CH:27]=[CH:26][CH:25]=1. Procedure: N-Benzyl-2′-methyl-5′-(5-methyl-1,3,4-oxadiazol-2-yl)-1,1′-biphenyl-4-carboxamide was prepared from 2′-methyl-5′-(5-methyl-1,3,4-oxadiazol-2-yl)-1,1′-biphenyl-4-carboxylic acid and benzylamine using method N. NMR; δH [2H6]—DMSO 9.14,(1H, t), 8.00,(2H, d), 7.90,(1H, dd), 7.77,(1H, d), 7.56-7.51,(3H, m), 7.34,(4H, m), 7.25,(1H, m), 4.51,(2H, d), 2.56,(3H, s), 2.31,(3H, s). LCMS; retention time 3.35 min, MH+ 384. Reactants: C(C1=CC=CC=C1)(=O)N=C=S (benzoyl isothiocyanate), Cl.S1C=NC=C1.NC=1SC(=C(N1)C1=CC=C(C=C1)OC)C1=CC=C(C=C1)OC (2-amino-4,5-bis(4-methoxyphenyl)thiazole thiazole hydrochloride), O (Water), [H-].[Na+] (sodium hydride). Solvent: CN(C=O)C (N,N-dimethylformamide), C1(=CC=CC=C1)C (toluene), CN(C=O)C (N,N-dimethylformamide), C1(=CC=CC=C1)C (toluene), CN(C=O)C (N,N-dimethylformamide), C1(=CC=CC=C1)C (toluene). Yields the product C(C1=CC=CC=C1)(=O)NC(NC=1SC(=C(N1)C1=CC=C(C=C1)OC)C1=CC=C(C=C1)OC)=S (2-(3-benzoylthioureido)-4,5-bis( 4-methoxyphenyl)thiazole). Isolated yield 150.2%. Reaction SMILES: Cl.S1C=CN=C1.[NH2:7][C:8]1[S:9][C:10]([C:21]2[CH:26]=[CH:25][C:24]([O:27][CH3:28])=[CH:23][CH:22]=2)=[C:11]([C:13]2[CH:18]=[CH:17][C:16]([O:19][CH3:20])=[CH:15][CH:14]=2)[N:12]=1.[H-].[Na+].[C:31]([N:39]=[C:40]=[S:41])(=[O:38])[C:32]1[CH:37]=[CH:36][CH:35]=[CH:34][CH:33]=1.O>CN(C)C=O.C1(C)C=CC=CC=1>[C:31]([NH:39][C:40](=[S:41])[NH:7][C:8]1[S:9][C:10]([C:21]2[CH:26]=[CH:25][C:24]([O:27][CH3:28])=[CH:23][CH:22]=2)=[C:11]([C:13]2[CH:14]=[CH:15][C:16]([O:19][CH3:20])=[CH:17][CH:18]=2)[N:12]=1)(=[O:38])[C:32]1[CH:37]=[CH:36][CH:35]=[CH:34][CH:33]=1 |f:0.1.2,3.4|. Procedure: A suspension of 2-amino-4,5-bis(4-methoxyphenyl)thiazole thiazole hydrochloride (35.7 g) in a mixture of N,N-dimethylformamide (60 ml) and toluene (60 ml) was added dropwise to a suspension of sodium hydride (60% dispersion in mineral oil) (4.58 g) in a mixture of N,N-dimethylformamide (60 ml) and toluene (60 ml) for 30 minutes at 0° C. with stirring. The reaction mixture was stirred at the same temperature for 30 minutes. A solution of benzoyl isothiocyanate (9.57 g) in a mixture of N,N-dimethy... Starting materials: ClC=1C=CC2=C(NC(CC(C2=O)=CN(C)C)=O)C1 (8-chloro-4-dimethylaminomethylene-3,4-dihydro-1H-benzo[b]azepine-2,5-dione), COC1=CC=C(C=C1)NC(=N)N (1-(4-methoxyphenyl)guanidine). Product: ClC=1C=CC2=C(NC(CC3=C2N=C(N=C3)NC3=CC=C(C=C3)OC)=O)C1 (9-Chloro-2-(4-methoxy-phenylamino)-5H,7H-benzo[b]pyrimido[4,5-d]azepin-6-one). As a reaction SMILES: [Cl:1][C:2]1[CH:3]=[CH:4][C:5]2[C:11](=O)[C:10](=[CH:13]N(C)C)[CH2:9][C:8](=[O:17])[NH:7][C:6]=2[CH:18]=1.[CH3:19][O:20][C:21]1[CH:26]=[CH:25][C:24]([NH:27][C:28]([NH2:30])=[NH:29])=[CH:23][CH:22]=1>>[Cl:1][C:2]1[CH:3]=[CH:4][C:5]2[C:11]3[N:29]=[C:28]([NH:27][C:24]4[CH:23]=[CH:22][C:21]([O:20][CH3:19])=[CH:26][CH:25]=4)[N:30]=[CH:13][C:10]=3[CH2:9][C:8](=[O:17])[NH:7][C:6]=2[CH:18]=1. Procedure details: In a manner similar to that described for method I, 8-chloro-4-dimethylaminomethylene-3,4-dihydro-1H-benzo[b]azepine-2,5-dione (v-j) and 1-(4-methoxyphenyl)guanidine were converted to I-14 (39%): HRMS Calcd. for C19H11ClN4O2: 367.0960, Found 367.0975. Starting materials: Cc1ccccc1, CCO, NC(=O)c1nc(Cl)c(N)nc1N, [Na+], [Na+], O=C([O-])[O-], OB(O)c1ccc(Oc2ccccc2)cc1, O, c1ccc(P(c2ccccc2)(c2ccccc2)[Pd](P(c2ccccc2)(c2ccccc2)c2ccccc2)(P(c2ccccc2)(c2ccccc2)c2ccccc2)P(c2ccccc2)(c2ccccc2)c2ccccc2)cc1. The product is NC(=O)c1nc(-c2ccc(Oc3ccccc3)cc2)c(N)nc1N. RXN SMILES: [CH3:36][c:37]1[cH:38][cH:39][cH:40][cH:41][cH:42]1.[CH3:43][CH2:44][OH:45].[NH2:17][c:18]1[c:19]([C:26](=[O:27])[NH2:28])[n:20][c:21]([Cl:25])[c:22]([NH2:24])[n:23]1.[Na+:29].[Na+:30].[O-:31][C:32](=[O:33])[O-:34].[O:1]([c:2]1[cH:3][cH:4][cH:5][cH:6][cH:7]1)[c:8]1[cH:9][cH:10][c:11]([B:14]([OH:15])[OH:16])[cH:12][cH:13]1.[OH2:35].[cH:46]1[cH:47][cH:48][c:49]([P:50]([Pd:51]([P:52]([c:53]2[cH:54][cH:55][cH:56][cH:57][cH:58]2)([c:59]2[cH:60][cH:61][cH:62][cH:63][cH:64]2)[c:65]2[cH:66][cH:67][cH:68][cH:69][cH:70]2)([P:71]([c:72]2[cH:73][cH:74][cH:75][cH:76][cH:77]2)([c:78]2[cH:79][cH:80][cH:81][cH:82][cH:83]2)[c:84]2[cH:85][cH:86][cH:87][cH:88][cH:89]2)[P:90]([c:91]2[cH:92][cH:93][cH:94][cH:95][cH:96]2)([c:97]2[cH:98][cH:99][cH:100][cH:101][cH:102]2)[c:103]2[cH:104][cH:105][cH:106][cH:107][cH:108]2)([c:109]2[cH:110][cH:111][cH:112][cH:113][cH:114]2)[c:115]2[cH:116][cH:117][cH:118][cH:119][cH:120]2)[cH:121][cH:122]1>>[O:1]([c:2]1[cH:3][cH:4][cH:5][cH:6][cH:7]1)[c:8]1[cH:9][cH:10][c:11](-[c:21]2[n:20][c:19]([C:26](=[O:27])[NH2:28])[c:18]([NH2:17])[n:23][c:22]2[NH2:24])[cH:12][cH:13]1.